Dataset: the Open Reaction Database (ORD), a public repository of structured organic reaction records. Task: describe an organic reaction: reactants, conditions, products, and yield Reactants: CCOC(=O)C1(C)CCC(O[Si](C)(C)C(C)(C)C)CC1, C1CCOC1, CCCC[N+](CCCC)(CCCC)CCCC, [F-]. The product is CCOC(=O)C1(C)CCC(O)CC1. As a reaction SMILES: [C:1]([Si:2]([CH3:3])([CH3:4])[O:6][CH:7]1[CH2:8][CH2:9][C:10]([C:13](=[O:14])[O:15][CH2:16][CH3:17])([CH3:18])[CH2:11][CH2:12]1)([CH3:5])([CH3:19])[CH3:20].[CH2:39]1[O:40][CH2:41][CH2:42][CH2:43]1.[CH3:22][CH2:23][CH2:24][CH2:25][N+:26]([CH2:27][CH2:28][CH2:29][CH3:30])([CH2:31][CH2:32][CH2:33][CH3:34])[CH2:35][CH2:36][CH2:37][CH3:38].[F-:21]>>[OH:6][CH:7]1[CH2:8][CH2:9][C:10]([C:13](=[O:14])[O:15][CH2:16][CH3:17])([CH3:18])[CH2:11][CH2:12]1. The reactants are C(CCCCCC)C1=C(C=O)C=CC=C1 (2-heptylbenzaldehyde), OC1=C(C=CC(=C1)OCC=C(C)C)C(C)=O (2'-hydroxy-4'-(3-methyl-2-butenyloxy)-acetophenone), [OH-].[Na+] (sodium hydroxide). Run in C(C)(C)O (isopropanol), O (water). Reaction conditions: temperature 45 celsius, time 8 hour. Product: C(CCCCCC)C1=C(C=CC=C1)C=CC(=O)C1=C(C=C(C=C1)OCC=C(C)C)O (2-n-heptyl-2'-hydroxy-4'-(3-methyl-2-butenyloxy)-chalcone). The yield is 52.2%. As a reaction SMILES: [CH2:1]([C:8]1[CH:15]=[CH:14][CH:13]=[CH:12][C:9]=1[CH:10]=O)[CH2:2][CH2:3][CH2:4][CH2:5][CH2:6][CH3:7].[OH:16][C:17]1[CH:22]=[C:21]([O:23][CH2:24][CH:25]=[C:26]([CH3:28])[CH3:27])[CH:20]=[CH:19][C:18]=1[C:29](=[O:31])[CH3:30].[OH-].[Na+]>C(O)(C)C.O>[CH2:1]([C:8]1[CH:15]=[CH:14][CH:13]=[CH:12][C:9]=1[CH:10]=[CH:30][C:29]([C:18]1[CH:19]=[CH:20][C:21]([O:23][CH2:24][CH:25]=[C:26]([CH3:28])[CH3:27])=[CH:22][C:17]=1[OH:16])=[O:31])[CH2:2][CH2:3][CH2:4][CH2:5][CH2:6][CH3:7] |f:2.3|. Reported procedure: To a solution of 3.11 g of 2-heptylbenzaldehyde and 3.35 g of 2'-hydroxy-4'-(3-methyl-2-butenyloxy)-acetophenone in 65 ml of isopropanol was added a solution of 2.9 g of sodium hydroxide in 6 ml of water under a nitrogen atmosphere, and the mixture was stirred at 45° C. for 8 hours. After neutralization with dilute hydrochloric acid with ice cooling, the mixture was extracted with ethyl acetate. The organic layer was washed with water and dried, and the solvent was evaporated under reduced press... The product is CCOC(=O)c1cn(Cc2ccccc2)c2c(OC)c(F)c(F)c(N)c2c1=O. RXN SMILES: [C:31]([OH:32])(=[O:33])[CH3:34].[CH2:1]([c:2]1[cH:3][cH:4][cH:5][cH:6][cH:7]1)[n:8]1[cH:9][c:10]([C:26](=[O:27])[O:28][CH2:29][CH3:30])[c:11](=[O:25])[c:12]2[c:13]([N+:22]([O-:23])=[O:24])[c:14]([F:21])[c:15]([F:20])[c:16]([O:18][CH3:19])[c:17]12.[Fe:35]>>[CH2:1]([c:2]1[cH:3][cH:4][cH:5][cH:6][cH:7]1)[n:8]1[cH:9][c:10]([C:26](=[O:27])[O:28][CH2:29][CH3:30])[c:11](=[O:25])[c:12]2[c:13]([NH2:22])[c:14]([F:21])[c:15]([F:20])[c:16]([O:18][CH3:19])[c:17]12. Reactants: CC(=O)O, CCOC(=O)c1cn(Cc2ccccc2)c2c(OC)c(F)c(F)c([N+](=O)[O-])c2c1=O, [Fe]. The reactants are C(C1=CC=CC=C1)NN1C(=NC=2C=NC=3C=CC=CC3C21)COCC (N-benzyl-(2-ethoxymethy-1H-imidazo[4,5-c]quinolin-1-yl)amine), C1=CC(=CC(=C1)Cl)C(=O)OO (MCPBA). Solvent: C(Cl)Cl (CH2Cl2). Conditions: time 3 hour. Yields the product C(C1=CC=CC=C1)NN1C(=NC=2C=[N+](C=3C=CC=CC3C21)[O-])COCC (N-benzyl-(2-ethoxymethy-5-oxido-1H-imidazo[4,5-c]quinolin-1-yl)amine). Isolated yield 93.5%. Reaction SMILES: [CH2:1]([NH:8][N:9]1[C:21]2[C:20]3[CH:19]=[CH:18][CH:17]=[CH:16][C:15]=3[N:14]=[CH:13][C:12]=2[N:11]=[C:10]1[CH2:22][O:23][CH2:24][CH3:25])[C:2]1[CH:7]=[CH:6][CH:5]=[CH:4][CH:3]=1.C1C=C(Cl)C=C(C(OO)=[O:34])C=1>C(Cl)Cl>[CH2:1]([NH:8][N:9]1[C:21]2[C:20]3[CH:19]=[CH:18][CH:17]=[CH:16][C:15]=3[N+:14]([O-:34])=[CH:13][C:12]=2[N:11]=[C:10]1[CH2:22][O:23][CH2:24][CH3:25])[C:2]1[CH:3]=[CH:4][CH:5]=[CH:6][CH:7]=1. Reported procedure: A solution of N-benzyl-(2-ethoxymethy-1H-imidazo[4,5-c]quinolin-1-yl)amine (1.01 g, 3.04 mmol) in 50 mL of CH2Cl2 was treated with MCPBA (77% max., 1.02 g, 4.56 mmol). After stirring for 3 h, the reaction mixture was quenched with 2% Na2CO3 solution and extracted into CH2Cl2. The organic portion was washed with H2O and brine. The organic portion was dried over Na2SO4, filtered and concentrated to give N-benzyl-(2-ethoxymethy-5-oxido-1H-imidazo[4,5-c]quinolin-1-yl)amine (0.99 g) as a light-yellow... The product is FC1=C(C=C(C=C1)C)NC(=O)NC1=CC=C(C=C1)SC1=CC(=NC=C1)C1=CC(=CN1)C(=O)O (5-(4-{[4-({[(2-fluoro-5-methylphenyl)amino]carbonyl}amino)phenyl]thio}pyridin-2-yl)-1H-pyrrole-3-carboxylic acid). Reaction SMILES: [F:1][C:2]1[CH:7]=[CH:6][C:5]([CH3:8])=[CH:4][C:3]=1[NH:9][C:10]([NH:12][C:13]1[CH:18]=[CH:17][C:16]([S:19][C:20]2[CH:25]=[CH:24][N:23]=[C:22]([C:26]3[NH:30][CH:29]=[C:28]([C:31]([O:33]C)=[O:32])[CH:27]=3)[CH:21]=2)=[CH:15][CH:14]=1)=[O:11].C1COCC1.CO.[OH-].[Na+].Cl>O>[F:1][C:2]1[CH:7]=[CH:6][C:5]([CH3:8])=[CH:4][C:3]=1[NH:9][C:10]([NH:12][C:13]1[CH:18]=[CH:17][C:16]([S:19][C:20]2[CH:25]=[CH:24][N:23]=[C:22]([C:26]3[NH:30][CH:29]=[C:28]([C:31]([OH:33])=[O:32])[CH:27]=3)[CH:21]=2)=[CH:15][CH:14]=1)=[O:11] |f:1.2,3.4|. Reaction conditions: temperature 66 celsius. Solvent: O (water). Reported procedure: To a stirred solution of methyl 5-(4-{[4-({[(2-fluoro-5-methylphenyl)amino]carbonyl}amino)phenyl]thio}pyridin-2-yl)-1H-pyrrole-3-carboxylate (86 mg, 0.18 mmol) in a mixture of solvents THF/MeOH (5 ml/5 ml) was added 2 ml of 1M NaOH (2 mmol) solution. The mixture was heated in a 66° C. bath for 7 hours, cooled to room temperature and poured into 100 ml of water. 2M HCl was added until pH=3. The resulting precipitates were filtered, washed with water, and dried in vacuo to give 5-(4-{[4-({[(2-fluo... The reactants are Cl (HCl), FC1=C(C=C(C=C1)C)NC(=O)NC1=CC=C(C=C1)SC1=CC(=NC=C1)C1=CC(=CN1)C(=O)OC (methyl 5-(4-{[4-({[(2-fluoro-5-methylphenyl)amino]carbonyl}amino)phenyl]thio}pyridin-2-yl)-1H-pyrrole-3-carboxylate), C1CCOC1.CO (THF MeOH), [OH-].[Na+] (NaOH). Reported procedure: In a manner similar to Example 30, intermediate N-(5-nitropyridin-2-yl)acetamide was hydrogenated and then condensed with 3-benzyl-5-(3-methyl-3H-benzothiazol-2-ylidene)-2-methylthio-4-oxo-2-thiazolium p-toluenesulfonate to afford the title compound. 1H-NMR (DMSO-d6): δ 10.45 (1H, s), 8.07 (1H, d), 7.97 (1H, d), 7.75 (1H, d), 7.33–7.46 (7H, m), 7.29 (1H, m), 7.22 (1H, m), 5.06 (2H, s), 3.79 (3H, s), 2.09 (3H, s); MS(ESI): 488 (MH+). Reaction SMILES: [N+:1]([C:4]1[CH:5]=[CH:6][C:7]([NH:10][C:11](=[O:13])[CH3:12])=[N:8][CH:9]=1)([O-])=O.C1(C)C=CC(S([O-])(=O)=O)=CC=1.[CH2:25]([N:32]1[C:36](=[O:37])[C:35](=[C:38]2[N:42]([CH3:43])[C:41]3[CH:44]=[CH:45][CH:46]=[CH:47][C:40]=3[S:39]2)[S:34][CH2+:33]1SC)[C:26]1[CH:31]=[CH:30][CH:29]=[CH:28][CH:27]=1>>[CH2:25]([N:32]1[C:36](=[O:37])[C:35](=[C:38]2[N:42]([CH3:43])[C:41]3[CH:44]=[CH:45][CH:46]=[CH:47][C:40]=3[S:39]2)[S:34][C:33]1=[N:1][C:4]1[CH:5]=[CH:6][C:7]([NH:10][C:11](=[O:13])[CH3:12])=[N:8][CH:9]=1)[C:26]1[CH:27]=[CH:28][CH:29]=[CH:30][CH:31]=1 |f:1.2|. The reactants are [N+](=O)([O-])C=1C=CC(=NC1)NC(C)=O (N-(5-nitropyridin-2-yl)acetamide), C1(=CC=C(C=C1)S(=O)(=O)[O-])C.C(C1=CC=CC=C1)N1[CH2+](SC(C1=O)=C1SC2=C(N1C)C=CC=C2)SC (3-benzyl-5-(3-methyl-3H-benzothiazol-2-ylidene)-2-methylthio-4-oxo-2-thiazolium p-toluenesulfonate). Product: C(C1=CC=CC=C1)N1C(SC(C1=O)=C1SC2=C(N1C)C=CC=C2)=NC=2C=CC(=NC2)NC(C)=O (N-{5-[3-benzyl-5-(3-methyl-3H-benzothiazol-2-ylidene)-4-oxothiazolidin-2-ylideneamino]pyridin-2-yl}acetamide). Starting materials: C(CCC)N1/C(/SC=2N=CN=C(C21)O)=N/C(C2=C(C=CC(=C2)C(F)(F)F)F)=O (N-[(2Z)-1-butyl-7-hydroxy[1,3]thiazolo[5,4-d]pyrimidin-2(1H)-ylidene]-2-fluoro-5-(trifluoromethyl)benzamide), C([C@H](C)O)O ((S)-propane-1,2-diol), solution, CC(C)([O-])C.[K+] (potassium tert-butoxide), C1CCOC1 (THF). Solvent: C(C)(=O)O (acetic acid). Yields the product C(CCC)N1/C(/SC=2N=CN=C(C21)O)=N/C(C2=C(C=CC(=C2)C(F)(F)F)OC[C@H](C)O)=O (N-[(2Z)-1-butyl-7-hydroxy[1,3]thiazolo[5,4-d]pyrimidin-2(1H)-ylidene]-2-{[(2S)-2-hydroxypropyl]oxy}-5-(trifluoromethyl)benzamide). Yield: 66.4%. As a reaction SMILES: [CH2:1]([N:5]1[C:13]2[C:12]([OH:14])=[N:11][CH:10]=[N:9][C:8]=2[S:7]/[C:6]/1=[N:15]\[C:16](=[O:28])[C:17]1[CH:22]=[C:21]([C:23]([F:26])([F:25])[F:24])[CH:20]=[CH:19][C:18]=1F)[CH2:2][CH2:3][CH3:4].[CH2:29]([OH:33])[C@@H:30]([OH:32])[CH3:31].CC(C)([O-])C.[K+].C1COCC1>C(O)(=O)C>[CH2:1]([N:5]1[C:13]2[C:12]([OH:14])=[N:11][CH:10]=[N:9][C:8]=2[S:7]/[C:6]/1=[N:15]\[C:16](=[O:28])[C:17]1[CH:22]=[C:21]([C:23]([F:26])([F:25])[F:24])[CH:20]=[CH:19][C:18]=1[O:33][CH2:29][C@@H:30]([OH:32])[CH3:31])[CH2:2][CH2:3][CH3:4] |f:2.3|. Reported procedure: A mixture of Example 1B (65 mg, 0.16 mmol), (S)-propane-1,2-diol (28 mg, 0.36 mmol) and 1N solution of potassium tert-butoxide in THF (0.33 mL, 0.33 mmol) was heated at 45° C. for 18 hours. The mixture was acidified to pH 5 with acetic acid then concentrated under reduced pressure. The residue was stirred with saturated aqueous NaHCO3, extracted with EtOAc, concentrated, and the residue was purified by chromatography (EtOAc-EtOH 19:1) to afford 50 mg of the title compound. 1H NMR (300 MHz, DMSO-... The reactants are COC1=C(C=CC=C1)OC (1,2-dimethoxybenzene), [Cl-].[Cl-].[Cl-].[Al+3] (aluminiumtrichloride), C1([C@H]2[C@@H](C(=O)O1)CC=CC2)=O (cis-1,2,3,6-tetrahydrophthalic acid anhydride). The solvent is ClCCl (dichloromethane). The product is COC=1C=C(C(=O)[C@@H]2[C@H](C(=O)O)CC=CC2)C=CC1OC ((cis)-2-(3,4-Dimethoxybenzoyl)-1,2,3,6-tetrahydrobenzoic acid). As a reaction SMILES: [CH3:1][O:2][C:3]1[CH:8]=[CH:7][CH:6]=[CH:5][C:4]=1[O:9][CH3:10].[Cl-].[Cl-].[Cl-].[Al+3].[C:15]1(=[O:25])[O:20][C:18](=[O:19])[C@H:17]2[CH2:21][CH:22]=[CH:23][CH2:24][C@@H:16]12>ClCCl>[CH3:1][O:2][C:3]1[CH:8]=[C:7]([CH:6]=[CH:5][C:4]=1[O:9][CH3:10])[C:15]([C@H:16]1[CH2:24][CH:23]=[CH:22][CH2:21][C@H:17]1[C:18]([OH:20])=[O:19])=[O:25] |f:1.2.3.4|. Reported procedure: 0.5 mole of 1,2-dimethoxybenzene was added slowly to a suspension of 0.5 mole aluminiumtrichloride in 1 l of dichloromethane at 0° C. After complete addition, cis-1,2,3,6-tetrahydrophthalic acid anhydride was added to the solution. After 8 hours of reflux the solution was poured onto ice. The organic layer was dried over magnesium sulfate and evaporated. The residue was washed with diethyl ether and dried. M.p. 110-112° C.